From a dataset of the Open Reaction Database (ORD), a public repository of structured organic reaction records. describe an organic reaction: reactants, conditions, products, and yield The reactants are Oc1ccc(Br)cc1, CN(C)CCCl, Cc1ccccc1, Cl, [Na+], [OH-]. The product is CN(C)CCCOc1ccc(Br)cc1. RXN SMILES: [Br:1][c:2]1[cH:3][cH:4][c:5]([OH:8])[cH:6][cH:7]1.[CH3:10][N:11]([CH2:12][CH2:13][Cl:14])[CH3:15].[CH3:16][c:17]1[cH:18][cH:19][cH:20][cH:21][cH:22]1.[ClH:9].[Na+:24].[OH-:23]>>[Br:1][c:2]1[cH:3][cH:4][c:5]([O:8][CH2:16][CH2:13][CH2:12][N:11]([CH3:10])[CH3:15])[cH:6][cH:7]1. The reactants are OC1=C(C(SC1)=O)C1=CC(=CC=C1)[N+](=O)[O-] (4-hydroxy-3-(3-nitrophenyl)-2(5H)-thiophenone). Reagents/catalysts: [Pd] (palladium on carbon). The solvent is C(C)O (ethanol). Run at time 10 minute. The product is NC=1C=C(C=CC1)C=1C(SCC1O)=O (3-(3-Aminophenyl)-4-hydroxy-2(5H)-thiophenone). Yield: 66.9%. As a reaction SMILES: [OH:1][C:2]1[CH2:6][S:5][C:4](=[O:7])[C:3]=1[C:8]1[CH:13]=[CH:12][CH:11]=[C:10]([N+:14]([O-])=O)[CH:9]=1>C(O)C.[Pd]>[NH2:14][C:10]1[CH:9]=[C:8]([C:3]2[C:4](=[O:7])[S:5][CH2:6][C:2]=2[OH:1])[CH:13]=[CH:12][CH:11]=1. Procedure details: A solution of 4-hydroxy-3-(3-nitrophenyl)-2(5H)-thiophenone (0.36 g, 1.5 mmol) in ethanol (70 ml) was hydrogenated at 40 psi using a palladium on carbon catalyst (200 mg, 55% (w /w)), for 10 min. The catalyst was filtered off and the solvent evaporated in vacuo. The brown residue was triturated with ether (10 ml) and methanol (0.5 ml). 3-(3-Aminophenyl)-4-hydroxy-2(5H)-thiophenone (208 mg, 67%) was isolated as a beige solid. mp 252°-254° C. (dec.). 1H NMR (360MHz, D6 -DMSO) δ3.88 (2H, s), 6.56 (... RXN SMILES: C([O:5][C:6]([CH2:8][O:9][C:10]1[C:11]([CH3:48])=[C:12]2[C:17](=[C:18]([CH3:21])[C:19]=1[CH3:20])[O:16][C:15]([CH2:23][O:24][C:25]1[CH:46]=[CH:45][C:28]([CH2:29][CH:30]3[S:34][C:33](=[O:35])[N:32]([CH2:36][C:37]([O:39]C(C)(C)C)=[O:38])[C:31]3=[O:44])=[CH:27][CH:26]=1)([CH3:22])[CH2:14][C:13]2=[O:47])=[O:7])(C)(C)C.Cl>O1CCOCC1>[C:6]([CH2:8][O:9][C:10]1[C:11]([CH3:48])=[C:12]2[C:17](=[C:18]([CH3:21])[C:19]=1[CH3:20])[O:16][C:15]([CH2:23][O:24][C:25]1[CH:46]=[CH:45][C:28]([CH2:29][CH:30]3[S:34][C:33](=[O:35])[N:32]([CH2:36][C:37]([OH:39])=[O:38])[C:31]3=[O:44])=[CH:27][CH:26]=1)([CH3:22])[CH2:14][C:13]2=[O:47])([OH:7])=[O:5]. The product is C(=O)(O)COC=1C(=C2C(CC(OC2=C(C1C)C)(C)COC1=CC=C(CC2C(N(C(S2)=O)CC(=O)O)=O)C=C1)=O)C (α-{5-[4-(6-Carboxymethoxy-2,5,7,8-tetramethyl-4-oxochroman-2-ylmethoxy)benzyl]-2,4-dioxothiazolidin-3-yl}acetic acid). Solvent: O1CCOCC1 (dioxane). Procedure: A mixture of 570 mg of t-butyl α-{5-[4-(6-t-butoxycarbonylmethoxy-2,5,7,8-tetramethyl-4-oxochroman-2-ylmethoxy)benzyl]-2,4-dioxothiazolidin3-yl}acetate (prepared as described in Example 51) and 6 ml of a 4N dioxane solution of hydrogen chloride was treated in the same manner described in Example 61, to give the title compound as a pale yellow powder, softening at 80°-85° C. Starting materials: C(C)(C)(C)OC(=O)COC=1C(=C2C(CC(OC2=C(C1C)C)(C)COC1=CC=C(CC2C(N(C(S2)=O)CC(=O)OC(C)(C)C)=O)C=C1)=O)C (t-Butyl α-{5-[4-(6-t-butoxycarbonylmethoxy-2,5,7,8-tetramethyl-4-oxochroman-2-ylmethoxy)benzyl ]-2,4-dioxothiazolidin-3-yl}acetate), Cl (hydrogen chloride). Reactants: C(CC)N(CCCNC(=O)OC(C)(C)C)CCC (N,N-dipropyl-N′-Boc-1,3-propanediamine), Cl.O1CCOCC1 (hydrogen chloride dioxane). The solvent is CO (methanol). Reaction conditions: time 1.5 hour. Product: C(CC)N(CCCN)CCC (N,N-dipropyl-1,3-propanediamine). Isolated yield 44.4%. As a reaction SMILES: [CH2:1]([N:4]([CH2:16][CH2:17][CH3:18])[CH2:5][CH2:6][CH2:7][NH:8]C(OC(C)(C)C)=O)[CH2:2][CH3:3].Cl.O1CCOCC1>CO>[CH2:16]([N:4]([CH2:1][CH2:2][CH3:3])[CH2:5][CH2:6][CH2:7][NH2:8])[CH2:17][CH3:18] |f:1.2|. Procedure: The compound (2.67 g) obtained in Example 22-2 was dissolved in anhydrous methanol (2.0 ml) and then added with a 4 mol/l hydrogen chloride/dioxane solution (20.0 ml), followed by stirring at room temperature for 1.5 hours. After completion of the reaction, the solvent was distilled off. Then, the residue was added with a 1 mol/l sodium hydroxide aqueous solution and extracted with dichloromethane. The extract was washed with distilled water and saturated saline solution, and then the organic la... Reaction SMILES: [Br:13][CH2:14][CH3:15].[Br:3][c:4]1[cH:5][cH:6][c:7]2[cH:8][cH:9][nH:10][c:11]2[cH:12]1.[CH3:16][N:17]([CH3:18])[CH:19]=[O:20].[H-:1].[Na+:2]>>[Br:3][c:4]1[cH:5][cH:6][c:7]2[cH:8][cH:9][n:10]([CH2:14][CH3:15])[c:11]2[cH:12]1. Product: CCn1ccc2ccc(Br)cc21. The reactants are CCBr, Brc1ccc2cc[nH]c2c1, CN(C)C=O, [H-], [Na+]. Starting materials: N1C=C(C2=C1C=1C=CN=CC1CC2)C(=O)O (4,5-Dihydro-1H-pyrrolo[2,3-f]isoquinoline-3-carboxylic acid), C=1C=CC2=C(C1)N=NN2O (HOBT), N (NH3), CN(C)C(=[N+](C)C)ON1C2=C(C=CC=C2)N=N1.[B-](F)(F)(F)F (TBTU), CCN(C(C)C)C(C)C (DIEA). Isolated yield 30.0%. Procedure details: A mixture of 4,5-dihydro-1H-pyrrolo[2,3-f]isoquinoline-3-carboxylic acid E6 (0.093 mmol), HOBT.NH3 (0.374 mmol), TBTU (0.186 mmol) and DIEA (0.374 mmol) in DMF (5 mL) was stirred 4 h at rt. The solvent was evaporated and the crude residue was purified by preparative HPLC (Phase A: 0.05% NH4OH pH10/AN 95/5, Phase B: AN; gradient phase B 0—50% 8 min, yield 30%). ESI (+) MS: m/z 214 (MH+). 1H NMR: 2.83 (t, J=7.93, 2H), 2.98 (t, J=8.05, 2H), 6.61-7.28 (m, 2H), 7.33 (d, J=5.00, 1H), 7.56 (d, J=2.80, ... RXN SMILES: [NH:1]1[C:5]2[C:6]3[CH:7]=[CH:8][N:9]=[CH:10][C:11]=3[CH2:12][CH2:13][C:4]=2[C:3]([C:14]([OH:16])=O)=[CH:2]1.C1C=CC2N(O)N=[N:23]C=2C=1.N.CN(C(ON1N=NC2C=CC=CC1=2)=[N+](C)C)C.[B-](F)(F)(F)F.CCN(C(C)C)C(C)C>CN(C=O)C>[NH:1]1[C:5]2[C:6]3[CH:7]=[CH:8][N:9]=[CH:10][C:11]=3[CH2:12][CH2:13][C:4]=2[C:3]([C:14]([NH2:23])=[O:16])=[CH:2]1 |f:3.4|. Run in CN(C)C=O (DMF). The product is N1C=C(C2=C1C=1C=CN=CC1CC2)C(=O)N (4,5-Dihydro-1H-pyrrolo[2,3-f]isoquinoline-3-carboxylic acid amide). Starting materials: CC(C)(C)OC(=O)N1CCC(=O)C(C)(C)C1, ClCCl. The product is CC1(C)CNCCC1=O. RXN SMILES: [CH3:1][C:2]1([CH3:16])[CH2:3][N:4]([C:9]([O:10][C:11]([CH3:12])([CH3:13])[CH3:14])=[O:15])[CH2:5][CH2:6][C:7]1=[O:8].[Cl:17][CH2:18][Cl:19]>>[CH3:1][C:2]1([CH3:16])[CH2:3][NH:4][CH2:5][CH2:6][C:7]1=[O:8]. Starting materials: ice water, [H-].[Na+] (sodium hydride), carbonyl, CN(C)CCO (N,N-dimethylaminoethanol), COC1=C(C(=O)NC=2SC=C(N2)C(=O)O)C=C(C(=C1)OC)OC (2-[N-(2,4,5-trimethoxybenzoyl)amino]-4-(hydroxycarbonyl)-1,3-thiazole). The solvent is CN(C=O)C (N,N-dimethylformamide), CN(C=O)C (N,N-dimethylformamide). Reaction conditions: time 1 hour. The product is COC1=C(C(=O)NC=2SC=C(N2)C(=O)OCCN(C)C)C=C(C(=C1)OC)OC (2-[N-(2,4,5-Trimethoxybenzoyl)amino]-4-[(2-dimethylaminoethoxy)carbonyl]-1,3-thiazole). The yield is 73.7%. Reaction SMILES: [H-].[Na+].[CH3:3][N:4]([CH2:6][CH2:7][OH:8])[CH3:5].[CH3:9][O:10][C:11]1[CH:27]=[C:26]([O:28][CH3:29])[C:25]([O:30][CH3:31])=[CH:24][C:12]=1[C:13]([NH:15][C:16]1[S:17][CH:18]=[C:19]([C:21](O)=[O:22])[N:20]=1)=[O:14]>CN(C)C=O>[CH3:9][O:10][C:11]1[CH:27]=[C:26]([O:28][CH3:29])[C:25]([O:30][CH3:31])=[CH:24][C:12]=1[C:13]([NH:15][C:16]1[S:17][CH:18]=[C:19]([C:21]([O:8][CH2:7][CH2:6][N:4]([CH3:5])[CH3:3])=[O:22])[N:20]=1)=[O:14] |f:0.1|. Procedure: In 10 ml of N,N-dimethylformamide, 278 mg of sodium hydride was suspended. To the resulting suspension, 620 mg of N,N-dimethylaminoethanol was added dropwise, followed by stirring at room temperature for one hour. In another 10 ml portion of N,N-dimethylformamide, 1.57 g of 2-[N-(2,4,5-trimethoxybenzoyl)amino]-4-(hydroxycarbonyl)-1,3-thiazole was suspended. To the resulting suspension, 827 mg of carbonyl diimiazole was added, followed by stirring at room temperature for one hour. Two reaction mi... Starting materials: C[C@H]1[C@@H](O1)C (trans-2,3-epoxybutane), CC(C)(C)C1=C(C(=CC(=C1)S)C(C)(C)C)O (2,6-bis(1,1-Dimethylethyl)-4-mercaptophenol), [O-]CC.[Na+] (sodium ethoxide), [Na] (sodium). The solvent is C(C)O (ethyl alcohol). Reaction conditions: temperature 5 celsius, time 1 hour. Yields the product CC(C)(C)C1=C(C(=CC(=C1)SC(C(C)O)C)C(C)(C)C)O (2,6-bis(1,1-dimethylethyl)-4-[(2-hydroxy-1-methyl-propyl)thio]phenol). As a reaction SMILES: [CH3:1][C:2]([C:5]1[CH:10]=[C:9]([SH:11])[CH:8]=[C:7]([C:12]([CH3:15])([CH3:14])[CH3:13])[C:6]=1[OH:16])([CH3:4])[CH3:3].[O-]CC.[Na+].[Na].[CH3:22][C@@H:23]1[O:25][C@H:24]1[CH3:26]>C(O)C>[CH3:13][C:12]([C:7]1[CH:8]=[C:9]([S:11][CH:23]([CH3:22])[CH:24]([OH:25])[CH3:26])[CH:10]=[C:5]([C:2]([CH3:1])([CH3:3])[CH3:4])[C:6]=1[OH:16])([CH3:15])[CH3:14] |f:1.2,^1:20|. Procedure: 2,6-bis(1,1-Dimethylethyl)-4-mercaptophenol (18.2 g, 0.076 mole) was added to a solution of sodium ethoxide freshly prepared from sodium (3.5 g, 0.15 mole) in ethyl alcohol (100 ml) and stirred for 1 hour. After cooling to 5° C. with an ice bath, trans-2,3-epoxybutane (5.0 g, 0.069 mole) was added and the ice bath removed. After stirring for 5.5 hours the reaction mixture was poured into ten percent hydrochloric acid (50 ml). The ethyl alcohol was removed using a rotary evaporator and the aqueou...